From a dataset of the Open Reaction Database (ORD), a public repository of structured organic reaction records. describe an organic reaction: reactants, conditions, products, and yield Starting materials: C1CCOC1, [Li]CCCC, Cn1cc(C(=O)O)c2ccccc21, CI, CCCCCC, CC(C)NC(C)C, O. Yields the product Cc1c(C(=O)O)c2ccccc2n1C. Reaction SMILES: [CH2:28]1[O:29][CH2:30][CH2:31][CH2:32]1.[CH2:8]([Li:9])[CH2:10][CH2:11][CH3:12].[CH3:13][n:14]1[cH:15][c:16]([C:23](=[O:24])[OH:25])[c:17]2[cH:18][cH:19][cH:20][cH:21][c:22]12.[CH3:26][I:27].[CH3:34][CH2:35][CH2:36][CH2:37][CH2:38][CH3:39].[CH:1]([NH:2][CH:3]([CH3:4])[CH3:5])([CH3:6])[CH3:7].[OH2:33]>>[CH3:1][c:15]1[n:14]([CH3:13])[c:22]2[c:17]([c:16]1[C:23](=[O:24])[OH:25])[cH:18][cH:19][cH:20][cH:21]2.